From a dataset of the Open Reaction Database (ORD), a public repository of structured organic reaction records. describe an organic reaction: reactants, conditions, products, and yield Reactants: CS(=O)(=O)OCC1CC=2C(=C3CCC(NC3=C(C2)C)=O)O1 (2-methanesulfonyloxymethyl-5-methyl-2,3,6,7,8,9-hexahydrofuro-[2,3-f]quinoline-7-one), NCC=1SC=CC1 (2-aminomethylthiophene). Run at temperature 150 celsius, time 1 hour. Yields the product CC=1C=C2C(=C3CCC(NC13)=O)OC(C2)CNCC=2SC=CC2 (5-Methyl-2-[1-(2-thienylmethylamino)methyl]-2,3,6,7,8,9-hexahydrofuro-[2,3-f]quinoline-7-one). Yield: 55.5%. Reaction SMILES: CS(O[CH2:6][CH:7]1[O:21][C:10]2=[C:11]3[C:16](=[C:17]([CH3:19])[CH:18]=[C:9]2[CH2:8]1)[NH:15][C:14](=[O:20])[CH2:13][CH2:12]3)(=O)=O.[NH2:22][CH2:23][C:24]1[S:25][CH:26]=[CH:27][CH:28]=1>>[CH3:19][C:17]1[CH:18]=[C:9]2[CH2:8][CH:7]([CH2:6][NH:22][CH2:23][C:24]3[S:25][CH:26]=[CH:27][CH:28]=3)[O:21][C:10]2=[C:11]2[C:16]=1[NH:15][C:14](=[O:20])[CH2:13][CH2:12]2. Procedure: A mixture of 2-methanesulfonyloxymethyl-5-methyl-2,3,6,7,8,9-hexahydrofuro-[2,3-f]quinoline-7-one (1350 g) and 2-aminomethylthiophene (7.06 g) was stirred in a hot bath (150° C.) for 1 hour in the stream of argon. The solvent was distilled off under reduced pressure, and the residue was dissolved in chloroform The obtained solution was washed with sodium bicarbonate water and water, then dried. When crystallized from ethanol, 0.790 g of a free base of the title compound was obtained in pale yell...